The task is: describe an organic reaction: reactants, conditions, products, and yield. This data is from the Open Reaction Database (ORD), a public repository of structured organic reaction records. Reactants: ClC1=C(C=CC=C1)C1=CC=2NC=3C=C(C(=CC3C2C2=C1C(NC2=O)=O)OC)CCCCI (4-(2-Chlorophenyl)-8-(4-iodobutyl)-9-methoxypyrrolo[3,4-c]carbazole-1,3(2H,6H)-dione), N1CCCC1 (pyrrolidine). Reaction conditions: time 2 hour. The product is ClC1=C(C=CC=C1)C1=CC=2NC=3C=C(C(=CC3C2C2=C1C(NC2=O)=O)OC)CCCCN2CCCC2 (4-(2-Chlorophenyl)-9-methoxy-8-[4-(1-pyrrolidinyl)butyl]pyrrolo[3,4-c]carbazole-1,3(2H,6H)-dione). Isolated yield 75.0%. Reaction SMILES: [Cl:1][C:2]1[CH:7]=[CH:6][CH:5]=[CH:4][C:3]=1[C:8]1[C:20]2[C:21](=[O:25])[NH:22][C:23](=[O:24])[C:19]=2[C:18]2[C:17]3[CH:16]=[C:15]([O:26][CH3:27])[C:14]([CH2:28][CH2:29][CH2:30][CH2:31]I)=[CH:13][C:12]=3[NH:11][C:10]=2[CH:9]=1.[NH:33]1[CH2:37][CH2:36][CH2:35][CH2:34]1>>[Cl:1][C:2]1[CH:7]=[CH:6][CH:5]=[CH:4][C:3]=1[C:8]1[C:20]2[C:21](=[O:25])[NH:22][C:23](=[O:24])[C:19]=2[C:18]2[C:17]3[CH:16]=[C:15]([O:26][CH3:27])[C:14]([CH2:28][CH2:29][CH2:30][CH2:31][N:33]4[CH2:37][CH2:36][CH2:35][CH2:34]4)=[CH:13][C:12]=3[NH:11][C:10]=2[CH:9]=1. Procedure details: Reaction of the iodide (173) prepared as described in example 312 with pyrrolidine using the procedure described in example 179 except that the reaction conditions were 2 h at room temperature gave (176) (75%) as an orange powder, which was used without further purification, mp 173–178° C. 1H NMR δ [(CD3)2SO] 11.85 (s, 1H), 11.04 (br s, 1H), 8.42 (s, 1H), 7.57 (dd, J=8.0, 2.2 Hz, 1H), 7.55 (s, 1H), 7.51–7.43 (m, 3H), 7.42 (s, 1H), 3.93 (s, 3H), 2.77 (t, J=7.4 Hz, 2H), 2.24 (t, J=7.3 Hz, 2H), 2.1... Starting materials: CC(C)(C)OO, COC(=O)c1cnccn1, CCC=O, O, O=S(=O)(O)O. The product is CCC(=O)c1cnc(C(=O)OC)cn1. Reaction SMILES: [C:1]([O:2][OH:3])([CH3:4])([CH3:5])[CH3:6].[CH3:7][O:8][C:9](=[O:10])[c:11]1[n:12][cH:13][cH:14][n:15][cH:16]1.[CH:17]([CH2:18][CH3:19])=[O:20].[OH2:21].[S:22](=[O:23])(=[O:24])([OH:25])[OH:26]>>[CH3:7][O:8][C:9](=[O:10])[c:11]1[n:12][cH:13][c:14]([C:17]([CH2:18][CH3:19])=[O:20])[n:15][cH:16]1. Starting materials: ClC=1C(=NC=NC1Cl)N (5,6-dichloropyrimidin-4-amine), NCC1CCN(CC1)C(=O)OC(C)(C)C (tert-butyl 4-(aminomethyl)piperidine-1-carboxylate), FC(C1=CC=C(OC2=CC=C(C=C2)B(O)O)C=C1)(F)F ((4-(4-(trifluoromethyl)phenoxy)phenyl)boronic acid), C(C=C)(=O)Cl (acryloyl chloride). Yields the product NC1=C(C(=NC=N1)NCC1CCN(CC1)C(C=C)=O)C1=CC=C(C=C1)OC1=CC=C(C=C1)C(F)(F)F (1-(4-(((6-amino-5-(4-(4-(trifluoromethyl)phenoxy)phenyl)pyrimidin-4-yl)amino)methyl)piperidin-1-yl)prop-2-en-1-one). As a reaction SMILES: Cl[C:2]1[C:3]([NH2:9])=[N:4][CH:5]=[N:6][C:7]=1Cl.[NH2:10][CH2:11][CH:12]1[CH2:17][CH2:16][N:15]([C:18]([O:20]C(C)(C)C)=O)[CH2:14][CH2:13]1.[F:25][C:26]([F:44])([F:43])[C:27]1[CH:42]=[CH:41][C:30]([O:31][C:32]2[CH:37]=[CH:36][C:35](B(O)O)=[CH:34][CH:33]=2)=[CH:29][CH:28]=1.[C:45](Cl)(=O)[CH:46]=C>>[NH2:9][C:3]1[N:4]=[CH:5][N:6]=[C:7]([NH:10][CH2:11][CH:12]2[CH2:13][CH2:14][N:15]([C:18](=[O:20])[CH:45]=[CH2:46])[CH2:16][CH2:17]2)[C:2]=1[C:35]1[CH:36]=[CH:37][C:32]([O:31][C:30]2[CH:41]=[CH:42][C:27]([C:26]([F:44])([F:43])[F:25])=[CH:28][CH:29]=2)=[CH:33][CH:34]=1. Procedure details: 1-(4-(((6-amino-5-(4-(4-(trifluoromethyl)phenoxy)phenyl)pyrimidin-4-yl)amino)methyl)piperidin-1-yl)prop-2-en-1-one was prepared from 5,6-dichloropyrimidin-4-amine, tert-butyl 4-(aminomethyl)piperidine-1-carboxylate, (4-(4-(trifluoromethyl)phenoxy)phenyl)boronic acid, and acryloyl chloride in four steps according to general scheme 2, using methods I, C, D, and G. MS: m/z=498 [M+H]+. 1H-NMR (400 MHz, DMSO-d6) δ 8.37 (s, 1H), 7.79 (d, 2H), 7.31 (m, 4H), 7.10 (bs, 1H), 7.01 (bs, 1H), 6.78 (dd, 1H), ... Reactants: FC1=C(C(=CC=C1)F)C1CC(=NO1)C(C)=O (1-(4,5-dihydro-5-(2,6-difluorophenyl)-3-isoxazolyl)ethanone), product, BrBr (bromine), BrBr.ClCCl (bromine dichloromethane), BrBr.ClCCl (bromine dichloromethane). Solvent: ClCCl (dichloromethane), ClCCl (dichloromethane). Run at temperature 33 celsius, time 10 minute. The product is BrCC(=O)C1=NOC(C1)C1=C(C=CC=C1F)F (2-bromo-1-(4,5-dihydro-5-(2,6-difluorophenyl)-3-isoxazolyl)ethanone). As a reaction SMILES: [F:1][C:2]1[CH:7]=[CH:6][CH:5]=[C:4]([F:8])[C:3]=1[CH:9]1[O:13][N:12]=[C:11]([C:14](=[O:16])[CH3:15])[CH2:10]1.[Br:17]Br.BrBr.ClCCl>ClCCl>[Br:17][CH2:15][C:14]([C:11]1[CH2:10][CH:9]([C:3]2[C:4]([F:8])=[CH:5][CH:6]=[CH:7][C:2]=2[F:1])[O:13][N:12]=1)=[O:16] |f:2.3|. Procedure: To a 500 mL flask equipped with a mechanical stirrer, thermometer, addition funnel and scrubber was added 1-(4,5-dihydro-5-(2,6-difluorophenyl)-3-isoxazolyl)ethanone (i.e. the product of Step B) (60.0 g, 0.27 mmol) and dichloromethane (130 mL). The reaction mixture was heated at 33° C., and then bromine (39.2 mL, 0.24 mol) in dichloromethane (100 mL) was added dropwise via the addition funnel. After about 5 mL of the bromine/dichloromethane solution had been added, the addition was stopped and t... Starting materials: [Cr] (chromium), C(CC(O)(C(=O)O)CC(=O)O)(=O)O (citric acid). Solvent: O (water). Product: 14.4, C(CC(O)(C(=O)[O-])CC(=O)[O-])(=O)[O-].[Cr+3] (chromium citrate). As a reaction SMILES: [Cr:1].[C:2]([OH:14])(=[O:13])[CH2:3][C:4]([CH2:9][C:10]([OH:12])=[O:11])([C:6]([OH:8])=[O:7])[OH:5]>O>[C:2]([O-:14])(=[O:13])[CH2:3][C:4]([CH2:9][C:10]([O-:12])=[O:11])([C:6]([O-:8])=[O:7])[OH:5].[Cr+3:1] |f:3.4|. Procedure details: 222 g of chromium III chloride were dissolved in 3 liters of distilled water. 160 g of citric acid were added. This produces a concentration of 14.4 million ppb of chromium citrate. After 10 minutes of stirring at room temperature, the green color changed to purple, signifying that chromium citrate has been formed. Then, 3 ml of the resulting chromium citrate were added to 1 gallon of distilled water. The following amounts of the above solution were prepared: Starting materials: O=C(Cl)c1ccccc1, OC(Cn1ccnc1)c1ccc2ccccc2c1, c1ccncc1. Product: O=C(OC(Cn1ccnc1)c1ccc2ccccc2c1)c1ccccc1. Reaction SMILES: [C:19]([c:20]1[cH:21][cH:22][cH:23][cH:24][cH:25]1)(=[O:26])[Cl:27].[OH:1][CH:2]([CH2:3][n:4]1[cH:5][n:6][cH:7][cH:8]1)[c:9]1[cH:10][c:11]2[cH:12][cH:13][cH:14][cH:15][c:16]2[cH:17][cH:18]1.[cH:28]1[cH:29][cH:30][n:31][cH:32][cH:33]1>>[O:1]([CH:2]([CH2:3][n:4]1[cH:5][n:6][cH:7][cH:8]1)[c:9]1[cH:10][c:11]2[cH:12][cH:13][cH:14][cH:15][c:16]2[cH:17][cH:18]1)[C:19]([c:20]1[cH:21][cH:22][cH:23][cH:24][cH:25]1)=[O:26]. Reactants: CN1CCNCC1, CSC(=C[N+](=O)[O-])SC, ClCC(Cl)(Cl)Cl, N. Product: CN1CCN(C(N)=C[N+](=O)[O-])CC1. RXN SMILES: [CH3:10][N:11]1[CH2:12][CH2:13][NH:14][CH2:15][CH2:16]1.[CH3:1][S:2][C:3](=[CH:4][N+:5](=[O:6])[O-:7])[S:8][CH3:9].[Cl:18][CH2:19][C:20]([Cl:21])([Cl:22])[Cl:23].[NH3:17]>>[C:3](=[CH:4][N+:5](=[O:6])[O-:7])([N:14]1[CH2:13][CH2:12][N:11]([CH3:10])[CH2:16][CH2:15]1)[NH2:17]. Starting materials: C1(=CC=CC=C1)C#CC(=O)O (3-phenylpropiolic acid), C(C#C)(=O)O (Propiolic Acid), C(=O)([O-])[O-].[K+].[K+] (K2CO3), C1(=CC=CC=C1)C#CC(=O)O (3-phenylpropiolic acid), CI (CH3I), C1(=CC=CC=C1)C#CC(=O)O (3-phenylpropiolic acid). Solvent: C(C)#N (acetonitrile). Run at time 3 hour. Yields the product C1(=CC=CC=C1)C#CC(=O)OC (methyl 3-phenylpropiolate). The yield is 98.0%. As a reaction SMILES: [C:1](O)(=O)C#C.[C:6]1([C:12]#[C:13][C:14]([OH:16])=[O:15])[CH:11]=[CH:10][CH:9]=[CH:8][CH:7]=1.CI.C([O-])([O-])=O.[K+].[K+]>C(#N)C>[C:6]1([C:12]#[C:13][C:14]([O:16][CH3:1])=[O:15])[CH:11]=[CH:10][CH:9]=[CH:8][CH:7]=1 |f:3.4.5|. Procedure details: Typical Procedure for Methylation of Propiolic Acid with Iodomethane (1b as Example) CH3I (2.2 mmol) and K2CO3 (2.2 mmol) were added to the solution of Propiolic acid (1b, 2 mmol) in acetonitrile and the obtained mixture was stirred at room temperature. The reaction was monitored by TLC until the starting 1b disappeared. After 3 hours, the mixture was extracted with ether (3×5 mL). The combined ether part was purified by column chromatography on silica gel (dichloromethane:hexane=1:3) to give pu...